From a dataset of the Open Reaction Database (ORD), a public repository of structured organic reaction records. describe an organic reaction: reactants, conditions, products, and yield The reactants are C(C)OC(=O)C1(CCCC1)C1=NC=C(C=C1)CBr (1-(5-bromomethylpyridin-2-yl)cyclopentanecarboxlic acid ethyl ester), C(C)OC(=O)C=1NC(=NC1Cl)CCCC (2-butyl-5-chloro-3H-imidazole-4-carboxylic acid ethyl ester). The product is C(C)OC(=O)C=1N(C(=NC1Cl)CCCC)CC=1C=NC(=CC1)C1(CCCC1)C(=O)OCC (2-butyl-3-[6-(1-ethoxycarbonylcyclopentyl)pyridin-3-ylmethyl]-5-chloro-3H-imidazole-4-carboxylic acid ethyl ester). As a reaction SMILES: [CH2:1]([O:3][C:4]([C:6]1([C:11]2[CH:16]=[CH:15][C:14]([CH2:17]Br)=[CH:13][N:12]=2)[CH2:10][CH2:9][CH2:8][CH2:7]1)=[O:5])[CH3:2].[CH2:19]([O:21][C:22]([C:24]1[NH:25][C:26]([CH2:30][CH2:31][CH2:32][CH3:33])=[N:27][C:28]=1[Cl:29])=[O:23])[CH3:20]>>[CH2:19]([O:21][C:22]([C:24]1[N:25]([CH2:17][C:14]2[CH:13]=[N:12][C:11]([C:6]3([C:4]([O:3][CH2:1][CH3:2])=[O:5])[CH2:10][CH2:9][CH2:8][CH2:7]3)=[CH:16][CH:15]=2)[C:26]([CH2:30][CH2:31][CH2:32][CH3:33])=[N:27][C:28]=1[Cl:29])=[O:23])[CH3:20]. Procedure: Alkylation was carried out on 1-(5-bromomethylpyridin-2-yl)cyclopentane-carboxlic acid ethyl ester (45) as described in Example 1, Step 5, using 2-butyl-5-chloro-3H-imidazole-4-carboxylic acid ethyl ester (69) to produce the title compound (82). Starting materials: [H-].[Na+] (sodium hydride), COC(C1=CC(=C(C=C1)N)NC(C1=CC(=CC=C1)CN(CCC)CCC)=O)=O (4-amino-3-(3-dipropylaminomethyl-benzoylamino)-benzoic acid methyl ester), CI (methyl iodide). Solvent: CN(C)C=O (DMF). Run at time 1 hour. Yields the product COC(C1=CC(=C(C=C1)N)N(C)C(C1=CC(=CC=C1)CN(CCC)CCC)=O)=O (4-amino-3-[(3-dipropylaminomethyl-benzoyl)-methyl-amino]-benzoic acid methyl ester). Isolated yield 21.1%. As a reaction SMILES: [CH3:1][O:2][C:3](=[O:28])[C:4]1[CH:9]=[CH:8][C:7]([NH2:10])=[C:6]([NH:11][C:12](=[O:27])[C:13]2[CH:18]=[CH:17][CH:16]=[C:15]([CH2:19][N:20]([CH2:24][CH2:25][CH3:26])[CH2:21][CH2:22][CH3:23])[CH:14]=2)[CH:5]=1.[H-].[Na+].[CH3:31]I>CN(C=O)C>[CH3:1][O:2][C:3](=[O:28])[C:4]1[CH:9]=[CH:8][C:7]([NH2:10])=[C:6]([N:11]([C:12](=[O:27])[C:13]2[CH:18]=[CH:17][CH:16]=[C:15]([CH2:19][N:20]([CH2:24][CH2:25][CH3:26])[CH2:21][CH2:22][CH3:23])[CH:14]=2)[CH3:31])[CH:5]=1 |f:1.2|. Procedure details: The compound (380 mg) obtained in Example 18-3 was dissolved in DMF (7.6 ml) and 60% sodium hydride (60.0 mg) was added thereto, and the whole was stirred for 1 hour. After that, methyl iodide (213 mg) was gradually added thereto and the whole was stirred at room temperature for 2 hours. After completion of the reaction, the solvent was distilled off under reduced pressure. The residue was dissolved in chloroform and washed with a saturated aqueous sodium hydrogen carbonate solution, followed by... Product: CC(C)Oc1ccc(CCC2(C3CCCC3)CC(O)=C(Cc3nc4cc(Cl)ccc4n3C(C)C)C(=O)O2)cc1F. The reactants are CC(C)Oc1ccc(CCC2(C3CCCC3)CC(=O)CC(=O)O2)cc1F, CC(C)n1c(C=O)nc2cc(Cl)ccc21. Reaction SMILES: [CH:1]1([C:6]2([CH2:14][CH2:15][c:16]3[cH:17][c:18]([F:26])[c:19]([O:22][CH:23]([CH3:24])[CH3:25])[cH:20][cH:21]3)[CH2:7][C:8](=[O:13])[CH2:9][C:10](=[O:12])[O:11]2)[CH2:2][CH2:3][CH2:4][CH2:5]1.[Cl:27][c:28]1[cH:29][c:30]2[c:31]([n:32]([CH:37]([CH3:38])[CH3:39])[c:33]([CH:35]=[O:36])[n:34]2)[cH:40][cH:41]1>>[CH:1]1([C:6]2([CH2:14][CH2:15][c:16]3[cH:17][c:18]([F:26])[c:19]([O:22][CH:23]([CH3:24])[CH3:25])[cH:20][cH:21]3)[CH2:7][C:8]([OH:13])=[C:9]([CH2:35][c:33]3[n:32]([CH:37]([CH3:38])[CH3:39])[c:31]4[c:30]([cH:29][c:28]([Cl:27])[cH:41][cH:40]4)[n:34]3)[C:10](=[O:12])[O:11]2)[CH2:2][CH2:3][CH2:4][CH2:5]1. Reported procedure: 1-((2-Chloro-4-morpholinothieno[2,3-d]pyrimidin-6-yl)methyl)-N-(2-methoxyethyl)-N-methylpiperidin-4-amine was reacted with pyrimidine-5-boronic acid in General Procedure A. Purification on silica yielded 270. NMR (CDCl3): 1.60-1.68 (m, 2H, CH2), 1.77-1.79 (m, 2H, Ch2), 2.06-2.11 (m, 2H, CH2), 2.34 (s, 3H, CH3), 2.42-2.48 (m, H, CH), 2.67-2.70 (m, 2H, CH2), 3.03-3.06 (m, 2H, CH2), 3.37 (s, 3H, CH3), 3.47-3.50 (m, 2H, CH2), 3.77 (s, 2H, CH2), 3.90-3.92 (m, 4H, 2×CH2), 3.99-4.01 (m, 4H, 2×CH2), 7.1... RXN SMILES: Cl[C:2]1[N:3]=[C:4]([N:24]2[CH2:29][CH2:28][O:27][CH2:26][CH2:25]2)[C:5]2[CH:10]=[C:9]([CH2:11][N:12]3[CH2:17][CH2:16][CH:15]([N:18]([CH2:20][CH2:21][O:22][CH3:23])[CH3:19])[CH2:14][CH2:13]3)[S:8][C:6]=2[N:7]=1.[N:30]1[CH:35]=[C:34](B(O)O)[CH:33]=[N:32][CH:31]=1>>[CH3:23][O:22][CH2:21][CH2:20][N:18]([CH3:19])[CH:15]1[CH2:16][CH2:17][N:12]([CH2:11][C:9]2[S:8][C:6]3[N:7]=[C:2]([C:34]4[CH:35]=[N:30][CH:31]=[N:32][CH:33]=4)[N:3]=[C:4]([N:24]4[CH2:29][CH2:28][O:27][CH2:26][CH2:25]4)[C:5]=3[CH:10]=2)[CH2:13][CH2:14]1. Product: COCCN(C1CCN(CC1)CC1=CC2=C(N=C(N=C2N2CCOCC2)C=2C=NC=NC2)S1)C (N-(2-methoxyethyl)-N-methyl-1-((4-morpholino-2-(pyrimidin-5-yl)thieno[2,3-d]pyrimidin-6-yl)methyl)piperidin-4-amine). Starting materials: ClC=1N=C(C2=C(N1)SC(=C2)CN2CCC(CC2)N(C)CCOC)N2CCOCC2 (1-((2-Chloro-4-morpholinothieno[2,3-d]pyrimidin-6-yl)methyl)-N-(2-methoxyethyl)-N-methylpiperidin-4-amine), N1=CN=CC(=C1)B(O)O (pyrimidine-5-boronic acid). The reactants are C1(=CC=CC=C1)N=C=O (phenyl isocyanate), [N-]=C=O (isocyanate). The solvent is C(C)(=O)O (acetic acid), C(C)(=O)O (acetic acid). The product is C1(=CC=CC=C1)NC(NC1=CC=CC=C1)=O (diphenyl urea), C(C)(=O)NC1=CC=CC=C1 (acetanilide). As a reaction SMILES: [C:1]1([N:7]=[C:8]=[O:9])[CH:6]=[CH:5][CH:4]=[CH:3][CH:2]=1.[N-:10]=[C:11]=O>C(O)(=O)C>[C:1]1([NH:7][C:8](=[O:9])[NH:10][C:11]2[CH:5]=[CH:6][CH:1]=[CH:2][CH:3]=2)[CH:6]=[CH:5][CH:4]=[CH:3][CH:2]=1.[C:8]([NH:7][C:1]1[CH:6]=[CH:5][CH:4]=[CH:3][CH:2]=1)(=[O:9])[CH3:11]. Procedure details: 1.19 g phenyl isocyanate and 0.6 g acetic acid were reacted in a 1:1 isocyanate:acetic acid molar ratio. The reaction, product isolation and analysis were conducted as in Example 1. 0.45 g diphenyl urea and 0.9 g acetanilide were obtained. Reactants: NC1=CC=C2C(=N1)C(=CN2)C2CCN(CC2)C (5-amino-3-(1-methylpiperidin-4-yl)pyrrolo[3,2-b]pyridine), ClC1=C(C(=O)Cl)C=CC=C1 (2-chlorobenzoyl chloride). The product is ClC1=C(C(=O)NC2=CC=C3C(=N2)C(=CN3)C3CCN(CC3)C)C=CC=C1 (5-(N-[2-chlorobenzoyl]amino)-3-(1-methylpiperidin-4-yl)pyrrolo[3,2-b]pyridine). Isolated yield 92.4%. As a reaction SMILES: [NH2:1][C:2]1[N:7]=[C:6]2[C:8]([CH:11]3[CH2:16][CH2:15][N:14]([CH3:17])[CH2:13][CH2:12]3)=[CH:9][NH:10][C:5]2=[CH:4][CH:3]=1.[Cl:18][C:19]1[CH:27]=[CH:26][CH:25]=[CH:24][C:20]=1[C:21](Cl)=[O:22]>>[Cl:18][C:19]1[CH:27]=[CH:26][CH:25]=[CH:24][C:20]=1[C:21]([NH:1][C:2]1[N:7]=[C:6]2[C:8]([CH:11]3[CH2:16][CH2:15][N:14]([CH3:17])[CH2:13][CH2:12]3)=[CH:9][NH:10][C:5]2=[CH:4][CH:3]=1)=[O:22]. Procedure: Beginning with 0.010 gm (0.044 mMol) 5-amino-3-(1-methylpiperidin-4-yl)pyrrolo[3,2-b]pyridine and 0.0067 mL (0.053 mMol) 2-chlorobenzoyl chloride, 0.015 gm (91%) of the title compound were prepared essentially by the procedure described in Example 7.